From a dataset of the Open Reaction Database (ORD), a public repository of structured organic reaction records. describe an organic reaction: reactants, conditions, products, and yield Reactants: C(C)O[SiH](OCC)OCC (triethoxysilane), diplatinum (0) tris(tetramethyldivinyldisiloxane)in toluene, C(C)N(C1=CC=CC=C1)C1=CC=C(C=C)C=C1 (4-(N-ethyl-N-phenylamino)styrene). The solvent is C1(=CC=CC=C1)C (toluene), C1(=CC=CC=C1)C (toluene). Yields the product C(C)N(C1=CC=CC=C1)C1=CC=C(C=C1)CC[Si](OCC)(OCC)OCC (4-(N-ethyl-N-phenylamino)-[2-(triethoxysilyl)ethyl]benzene). As a reaction SMILES: [CH2:1]([O:3][SiH:4]([O:8][CH2:9][CH3:10])[O:5][CH2:6][CH3:7])[CH3:2].[CH2:11]([N:13]([C:20]1[CH:27]=[CH:26][C:23]([CH:24]=[CH2:25])=[CH:22][CH:21]=1)[C:14]1[CH:19]=[CH:18][CH:17]=[CH:16][CH:15]=1)[CH3:12]>C1(C)C=CC=CC=1>[CH2:11]([N:13]([C:20]1[CH:21]=[CH:22][C:23]([CH2:24][CH2:25][Si:4]([O:8][CH2:9][CH3:10])([O:5][CH2:6][CH3:7])[O:3][CH2:1][CH3:2])=[CH:26][CH:27]=1)[C:14]1[CH:19]=[CH:18][CH:17]=[CH:16][CH:15]=1)[CH3:12]. Reported procedure: Into a three-necked flask, 40 ml of toluene, 9.9 g (60 mmol) of triethoxysilane and 0.018 mmol of diplatinum (0) tris(tetramethyldivinyldisiloxane)in toluene were placed, and 20 ml of a toluene solution containing 7.6 g of 4-(N-ethyl-N-phenylamino)styrene was added dropwise with stirring at room temperature. After the addition was completed, the mixture was stirred at 70° C. for 3 hours, and then the solvent was removed under reduced pressure to obtain oily pale yellow 4-(N-ethyl-N-phenylamino)-... The reactants are CC(C)(C)c1ccc(N)cc1, COC(=O)c1c(Br)cccc1CBr, CC(C)O. Yields the product CC(C)(C)c1ccc(N2Cc3cccc(Br)c3C2=O)cc1. RXN SMILES: [C:14]([CH3:15])([CH3:16])([CH3:17])[c:18]1[cH:19][cH:20][c:21]([NH2:22])[cH:23][cH:24]1.[CH3:1][O:2][C:3]([c:4]1[c:5]([Br:12])[cH:6][cH:7][cH:8][c:9]1[CH2:10][Br:11])=[O:13].[CH:25]([OH:26])([CH3:27])[CH3:28]>>[C:3]1(=[O:13])[c:4]2[c:5]([Br:12])[cH:6][cH:7][cH:8][c:9]2[CH2:10][N:22]1[c:21]1[cH:20][cH:19][c:18]([C:14]([CH3:15])([CH3:16])[CH3:17])[cH:24][cH:23]1.